Task: describe an organic reaction: reactants, conditions, products, and yield. Dataset: the Open Reaction Database (ORD), a public repository of structured organic reaction records Starting materials: ClC1=CC=C(C=C1)CNC(=O)C=1C=NC2=C(C=C(C=C2C1O)I)F (N-[(4-chlorophenyl)methyl]-8-fluoro-4-hydroxy-6-iodo-3-quinolinecarboxamide), 5, [C-]#N.[K+] (KCN). Reagents/catalysts: C=1C=CC(=CC1)[P](C=2C=CC=CC2)(C=3C=CC=CC3)[Pd]([P](C=4C=CC=CC4)(C=5C=CC=CC5)C=6C=CC=CC6)([P](C=7C=CC=CC7)(C=8C=CC=CC8)C=9C=CC=CC9)[P](C=1C=CC=CC1)(C=1C=CC=CC1)C=1C=CC=CC1 (Pd(PPh3)4). Run in O1CCCC1 (tetrahydrofuran). Product: ClC1=CC=C(C=C1)CNC(=O)C=1C=NC2=C(C=C(C=C2C1O)C#N)F (N-[(4-Chlorophenyl)methyl]-6-cyano-8-fluoro-4-hydroxy-3-quinolinecarboxamide). Reaction SMILES: [Cl:1][C:2]1[CH:7]=[CH:6][C:5]([CH2:8][NH:9][C:10]([C:12]2[CH:13]=[N:14][C:15]3[C:20]([C:21]=2[OH:22])=[CH:19][C:18](I)=[CH:17][C:16]=3[F:24])=[O:11])=[CH:4][CH:3]=1.[C-:25]#[N:26].[K+]>C1C=CC([P]([Pd]([P](C2C=CC=CC=2)(C2C=CC=CC=2)C2C=CC=CC=2)([P](C2C=CC=CC=2)(C2C=CC=CC=2)C2C=CC=CC=2)[P](C2C=CC=CC=2)(C2C=CC=CC=2)C2C=CC=CC=2)(C2C=CC=CC=2)C2C=CC=CC=2)=CC=1.O1CCCC1>[Cl:1][C:2]1[CH:7]=[CH:6][C:5]([CH2:8][NH:9][C:10]([C:12]2[CH:13]=[N:14][C:15]3[C:20]([C:21]=2[OH:22])=[CH:19][C:18]([C:25]#[N:26])=[CH:17][C:16]=3[F:24])=[O:11])=[CH:4][CH:3]=1 |f:1.2,^1:31,33,52,71|. Procedure details: N-[(4-chlorophenyl)methyl]-8-fluoro-4-hydroxy-6-iodo-3-quinolinecarboxamide of Example No. 5 (0.19 g), Pd(PPh3)4 (0.10 g), and KCN (0.06 g) are heated at 60° C. in 60 mL freshly distilled tetrahydrofuran. The reaction is cooled to room temperature. The solid in the reaction mixture is filtered. Thin layer chromatography shows the desired product in the filtrate and the solid. Both are dissolved in a MeOH:CH2Cl2 mixture and adsorbed onto silica. The residue is chromatographed eluting with 3% MeOH... Reactants: BrC1=CC=2C3=C(C(=NC2C=C1)N)N=CN3CC(C)C (8-Bromo-1-isobutyl-1H-imidazo[4,5-c]quinolin-4-amine), S1C=C(C=C1)B(O)O (thiophene-3-boronic acid). The product is C(C(C)C)N1C=NC=2C(=NC=3C=CC(=CC3C21)C2=CSC=C2)N (1-isobutyl-8-(thiophen-3-yl)-1H-imidazo[4,5-c]quinolin-4-amine). RXN SMILES: Br[C:2]1[CH:11]=[CH:10][C:9]2[N:8]=[C:7]([NH2:12])[C:6]3[N:13]=[CH:14][N:15]([CH2:16][CH:17]([CH3:19])[CH3:18])[C:5]=3[C:4]=2[CH:3]=1.[S:20]1[CH:24]=[CH:23][C:22](B(O)O)=[CH:21]1>>[CH2:16]([N:15]1[C:5]2[C:4]3[CH:3]=[C:2]([C:22]4[CH:23]=[CH:24][S:20][CH:21]=4)[CH:11]=[CH:10][C:9]=3[N:8]=[C:7]([NH2:12])[C:6]=2[N:13]=[CH:14]1)[CH:17]([CH3:19])[CH3:18]. Reported procedure: 8-Bromo-1-isobutyl-1H-imidazo[4,5-c]quinolin-4-amine and thiophene-3-boronic acid were coupled according to the general procedure described in Part J of Example 1. Recrystallization from isopropanol followed by chromatography on silica gel (7% methanol in CH2Cl2) afforded 1-isobutyl-8-(thiophen-3-yl)-1H-imidazo[4,5-c]quinolin-4-amine as a white solid, m.p. 235–236° C. The reactants are C1=CC=CC=2C(C3=C(C=CC21)C=CC=C3)=C3CCN(CC3)CCCC3=CC=C(C=C3)[N+](=O)[O-] (3-[4-(5H-Dibenzo[a,d]cyclohepten-5-ylidene)-1-piperidinyl]-1-(4-nitrophenyl)propane), C1=CC=CC=2C(C3=C(C=CC21)C=CC=C3)=C3CCN(CC3)CCCC3=CC=C(C=C3)[N+](=O)[O-] (3-[4-(5H-Dibenzo[a,d]cyclohepten-5-ylidene)-1-piperidinyl]-1-(4-nitrophenyl)propane). Reagents/catalysts: [Zn] (zinc). Yields the product NC1=CC=C(C=C1)CCCN1CCC(CC1)=C1C2=C(C=CC3=C1C=CC=C3)C=CC=C2 (1-(4-Aminophenyl)-3-[4-(5H-dibenzo[a,d]cyclohepten-5-ylidene)-1-piperidinyl]propane). Isolated yield 97.3%. As a reaction SMILES: [CH:1]1[C:11]2[CH:10]=[CH:9][C:8]3[CH:12]=[CH:13][CH:14]=[CH:15][C:7]=3[C:6](=[C:16]3[CH2:21][CH2:20][N:19]([CH2:22][CH2:23][CH2:24][C:25]4[CH:30]=[CH:29][C:28]([N+:31]([O-])=O)=[CH:27][CH:26]=4)[CH2:18][CH2:17]3)[C:5]=2[CH:4]=[CH:3][CH:2]=1>[Zn]>[NH2:31][C:28]1[CH:27]=[CH:26][C:25]([CH2:24][CH2:23][CH2:22][N:19]2[CH2:20][CH2:21][C:16](=[C:6]3[C:5]4[CH:4]=[CH:3][CH:2]=[CH:1][C:11]=4[CH:10]=[CH:9][C:8]4[CH:12]=[CH:13][CH:14]=[CH:15][C:7]3=4)[CH2:17][CH2:18]2)=[CH:30][CH:29]=1. Reported procedure: 3-[4-(5H-Dibenzo[a,d]cyclohepten-5-ylidene)-1-piperidinyl]-1-(4-nitrophenyl)propane (compound 7) was reduced by zinc. Yield 97.3%. The reactants are C(C1=CC=CO1)=O (furfuraldehyde), C1(=CC=CC=C1)[Mg]Br (phenyl magnesium bromide). Solvent: C(C)OCC (diethyl ether), C(C)OCC (diethyl ether). Run at time 30 minute. Yields the product OC(C1=CC=CC=C1)C=1OC=CC1 ((±) 2-(α-hydroxybenzyl)furan). Isolated yield 79.6%. As a reaction SMILES: [CH:1](=[O:7])[C:2]1[O:6][CH:5]=[CH:4][CH:3]=1.[C:8]1([Mg]Br)[CH:13]=[CH:12][CH:11]=[CH:10][CH:9]=1>C(OCC)C>[OH:7][CH:1]([C:2]1[O:6][CH:5]=[CH:4][CH:3]=1)[C:8]1[CH:13]=[CH:12][CH:11]=[CH:10][CH:9]=1. Procedure: A solution of furfuraldehyde (288 g.) in diethyl ether (400 ml.) was added over 30 minutes to a stirred solution of phenyl magnesium bromide [prepared from bromobenzene (314 g.) and magnesium (48 g.)] in diethyl ether (1400 ml.) at -25° C. The cooling bath was removed and the mixture was allowed to attain 10° C. over 30 minutes. The mixture was recooled to 0° C. and saturated aqueous ammonium chloride solution was added at that temperature. The mixture was diluted with water (2 liters) and the o...